This data is from the Open Reaction Database (ORD), a public repository of structured organic reaction records. The task is: describe an organic reaction: reactants, conditions, products, and yield Reactants: CCO, CN1C(=S)CCC1CC#N. Yields the product CN1CCCC1CC#N. Reaction SMILES: [CH3:11][CH2:12][OH:13].[CH3:1][N:2]1[CH:3]([CH2:8][C:9]#[N:10])[CH2:4][CH2:5][C:6]1=[S:7]>>[CH3:1][N:2]1[CH:3]([CH2:8][C:9]#[N:10])[CH2:4][CH2:5][CH2:6]1. Starting materials: C1(CCCCCCC1)N[C@@H](CC(C(=O)O)C(C)(C)C)C(=O)O (N-cyclooctyl-γ-tert-butyl-L-glutamic acid), C(C)(C)(C)OC(=O)N1[C@@H](CCCC1)CCOC=1C=C2C=CN=C(C2=CC1)NC(=O)OCC=C ((2S)-1-tert-butoxycarbonyl-2(2-(1-allyloxycarbonylamino-isoquinolin-6-oxy)ethyl)-piperidine). The product is C1(CCCCCCC1)N[C@@H](CC(C(O)=O)C(C)(C)C)C(=O)N1C(CCCC1)CCOC=1C=C2C=CN=C(C2=CC1)NC(=O)OCC=C (1-(N-cyclooctyl-γ-tert-butyl-L-glutamyl)-2-(2-(1-allyloxycarbonylamino-isoquinolin-6-oxy)-ethyl)-piperidine). The yield is 53.1%. Reaction SMILES: [CH:1]1([NH:9][C@H:10]([C:20]([OH:22])=O)[CH2:11][CH:12]([C:16]([CH3:19])([CH3:18])[CH3:17])[C:13]([OH:15])=[O:14])[CH2:8][CH2:7][CH2:6][CH2:5][CH2:4][CH2:3][CH2:2]1.C(OC([N:30]1[CH2:35][CH2:34][CH2:33][CH2:32][C@H:31]1[CH2:36][CH2:37][O:38][C:39]1[CH:40]=[C:41]2[C:46](=[CH:47][CH:48]=1)[C:45]([NH:49][C:50]([O:52][CH2:53][CH:54]=[CH2:55])=[O:51])=[N:44][CH:43]=[CH:42]2)=O)(C)(C)C>>[CH:1]1([NH:9][C@H:10]([C:20]([N:30]2[CH2:35][CH2:34][CH2:33][CH2:32][CH:31]2[CH2:36][CH2:37][O:38][C:39]2[CH:40]=[C:41]3[C:46](=[CH:47][CH:48]=2)[C:45]([NH:49][C:50]([O:52][CH2:53][CH:54]=[CH2:55])=[O:51])=[N:44][CH:43]=[CH:42]3)=[O:22])[CH2:11][CH:12]([C:16]([CH3:17])([CH3:18])[CH3:19])[C:13](=[O:14])[OH:15])[CH2:2][CH2:3][CH2:4][CH2:5][CH2:6][CH2:7][CH2:8]1. Procedure details: N-Cyclooctyl-γ-tert-butyl-L-glutamic acid (8a, 344 mg, 1.1 mmol) and 2-(2-(1-allyloxycarbonylamino-isoquinolin-6-oxy)-ethyl)-piperidine (1g, 391 mg, 1.1 mmol) were coupled, using the methodology described in Example 1i, providing 380 mg (58%) of the title compound as a colourless oil. ESI-MS: 651.3 (M+H)+. Rf (silica gel; dichloromethane/methanol, 9:1, v/v): 0.23. Yields the product OC1=CC=C(C=C1)C1=CC(=C(C(=O)O)C=C1)NC(C1=CC=C(C=C1)F)=O (4-(4-hydroxyphenyl)-2-(4-fluorobenzamido)benzoic acid). Conditions: time 2 hour. Run in FC(C(=O)O)(F)F (trifluoroacetic acid). As a reaction SMILES: C(OC([O:8][C:9]1[CH:14]=[CH:13][C:12]([C:15]2[CH:27]=[CH:26][C:18]([C:19]([O:21]C(C)(C)C)=[O:20])=[C:17]([NH:28][C:29](=[O:37])[C:30]3[CH:35]=[CH:34][C:33]([F:36])=[CH:32][CH:31]=3)[CH:16]=2)=[CH:11][CH:10]=1)=O)(C)(C)C>FC(F)(F)C(O)=O>[OH:8][C:9]1[CH:14]=[CH:13][C:12]([C:15]2[CH:27]=[CH:26][C:18]([C:19]([OH:21])=[O:20])=[C:17]([NH:28][C:29](=[O:37])[C:30]3[CH:35]=[CH:34][C:33]([F:36])=[CH:32][CH:31]=3)[CH:16]=2)=[CH:11][CH:10]=1. Starting materials: C(C)(C)(C)OC(=O)OC1=CC=C(C=C1)C1=CC(=C(C(=O)OC(C)(C)C)C=C1)NC(C1=CC=C(C=C1)F)=O (tert-butyl 4-(4-(tert-butoxycarbonyl)oxyphenyl)-2-(4-fluorobenzamido)benzoate). Procedure: 10 mL of trifluoroacetic acid was added to the obtained tert-butyl 4-(4-(tert-butoxycarbonyl)oxyphenyl)-2-(4-fluorobenzamido)benzoate and stirred at room temperature for 2 hours. The solvent was evaporated under reduced pressure and diisopropyl ether was added to the obtained residue and a solid substance was separated by filtration to obtain 49 mg of 4-(4-hydroxyphenyl)-2-(4-fluorobenzamido)benzoic acid as white solid. Starting materials: C(C1=CC=CC=C1)(=O)NC1=CC=C(C=C1)C=1C=C2CN(C(C2=CC1)=O)[C@H](C(=O)O)C(C)C ((S)-2-(5-(4-Benzamidophenyl)-1-oxoisoindolin-2-yl)-3-methylbutanoic acid), CC([C@@H](C(=O)OC)N1C(C2=CC=C(C=C2C1)C1=CC=C(C=C1)NC(C1=CC=C(C=C1)C)=O)=O)C ((S)-Methyl 3-methyl-2-(5-(4-(4-methylbenzamido)phenyl)-1-oxoisoindolin-2-yl)butanoate). Product: CC([C@@H](C(=O)O)N1C(C2=CC=C(C=C2C1)C1=CC=C(C=C1)NC(C1=CC=C(C=C1)C)=O)=O)C ((S)-3-Methyl-2-(5-(4-(4-methylbenzamido)phenyl)-1-oxoisoindolin-2-yl)butanoic acid). The yield is 93.0%. RXN SMILES: C(NC1C=CC(C2C=C3C(=CC=2)C(=O)N([C@@H](C(C)C)C(O)=O)C3)=CC=1)(=O)C1C=CC=CC=1.[CH3:33][CH:34]([CH3:66])[C@H:35]([N:40]1[CH2:48][C:47]2[C:42](=[CH:43][CH:44]=[C:45]([C:49]3[CH:54]=[CH:53][C:52]([NH:55][C:56](=[O:64])[C:57]4[CH:62]=[CH:61][C:60]([CH3:63])=[CH:59][CH:58]=4)=[CH:51][CH:50]=3)[CH:46]=2)[C:41]1=[O:65])[C:36]([O:38]C)=[O:37]>>[CH3:33][CH:34]([CH3:66])[C@H:35]([N:40]1[CH2:48][C:47]2[C:42](=[CH:43][CH:44]=[C:45]([C:49]3[CH:54]=[CH:53][C:52]([NH:55][C:56](=[O:64])[C:57]4[CH:58]=[CH:59][C:60]([CH3:63])=[CH:61][CH:62]=4)=[CH:51][CH:50]=3)[CH:46]=2)[C:41]1=[O:65])[C:36]([OH:38])=[O:37]. Procedure details: The compound of example 319 was prepared analogous to compound of example 305 by hydrolysis of compound of example 318. Starting materials: COc1ccc(P2(=S)SP(=S)(c3ccc(OC)cc3)S2)cc1, CC1OC(=O)c2c(O)cccc21, Cc1ccccc1C. Reaction SMILES: [CH3:13][O:14][c:15]1[cH:16][cH:17][c:18]([P:19]2(=[S:20])[S:21][P:23]([c:24]3[cH:25][cH:26][c:27]([O:28][CH3:29])[cH:30][cH:31]3)(=[S:32])[S:22]2)[cH:33][cH:34]1.[OH:1][c:2]1[cH:3][cH:4][cH:5][c:6]2[c:11]1[C:9](=[O:10])[O:8][CH:7]2[CH3:12].[c:35]1([CH3:36])[c:37]([CH3:38])[cH:39][cH:40][cH:41][cH:42]1>>[OH:1][c:2]1[cH:3][cH:4][cH:5][c:6]2[c:11]1[C:9](=[S:22])[O:8][CH:7]2[CH3:12]. The product is CC1OC(=S)c2c(O)cccc21. Starting materials: C(C)(=O)OC1=CC=C(CBr)C=C1 (4-acetoxybenzyl bromide), C(C)O (ethanol), [OH-].[K+] (potassium hydroxide), N1C(C(C2=CC=CC=C12)=O)=O (indoline-2,3-dione), ice water. The solvent is CS(=O)C (dimethyl sulphoxide), CS(=O)C (dimethyl sulphoxide). Reaction conditions: time 72 hour. Yields the product C(C)(=O)OC1=CC=C(CN2C(C(C3=CC=CC=C23)=O)=O)C=C1 (1-(4-acetoxybenzyl)indoline-2,3-dione). As a reaction SMILES: C(O)C.[OH-].[K+].[NH:6]1[C:14]2[C:9](=[CH:10][CH:11]=[CH:12][CH:13]=2)[C:8](=[O:15])[C:7]1=[O:16].[C:17]([O:20][C:21]1[CH:28]=[CH:27][C:24]([CH2:25]Br)=[CH:23][CH:22]=1)(=[O:19])[CH3:18]>CS(C)=O>[C:17]([O:20][C:21]1[CH:28]=[CH:27][C:24]([CH2:25][N:6]2[C:14]3[C:9](=[CH:10][CH:11]=[CH:12][CH:13]=3)[C:8](=[O:15])[C:7]2=[O:16])=[CH:23][CH:22]=1)(=[O:19])[CH3:18] |f:1.2|. Reported procedure: An ethanol solution of potassium hydroxide (16.6 g. in 400 ml.) was added to a stirred solution of indoline-2,3-dione (isatin) (43.6 g.) in dimethyl sulphoxide (400 ml.). After 10 minutes a solution of 4-acetoxybenzyl bromide (76.3 g.) in dimethyl sulphoxide (40 ml.) was added. The mixture was stirred for 72 hours and then poured into ice/water (~1000 ml.). The gum which first formed slowly crystallised. The solid which formed was recrystallised from methanol (500 ml.) to give 1-(4-acetoxybenzyl...